Dataset: the Open Reaction Database (ORD), a public repository of structured organic reaction records. Task: describe an organic reaction: reactants, conditions, products, and yield The reactants are CC(=O)Nc1nc(C)c(S(=O)(=O)Cl)s1, CCNCC, C1CCOC1. The product is CCN(CC)S(=O)(=O)c1sc(NC(C)=O)nc1C. As a reaction SMILES: [C:1]([CH3:2])(=[O:3])[NH:4][c:5]1[s:6][c:7]([S:11](=[O:12])(=[O:13])[Cl:14])[c:8]([CH3:10])[n:9]1.[CH2:15]([CH3:16])[NH:17][CH2:18][CH3:19].[O:20]1[CH2:21][CH2:22][CH2:23][CH2:24]1>>[C:1]([CH3:2])(=[O:3])[NH:4][c:5]1[s:6][c:7]([S:11](=[O:12])(=[O:13])[N:17]([CH2:15][CH3:16])[CH2:18][CH3:19])[c:8]([CH3:10])[n:9]1.